Dataset: the Open Reaction Database (ORD), a public repository of structured organic reaction records. Task: describe an organic reaction: reactants, conditions, products, and yield RXN SMILES: [CH2:1]([O:3][C:4]([C:6]1[S:7][C:8](Cl)=[C:9]([N+:11]([O-:13])=[O:12])[CH:10]=1)=[O:5])[CH3:2].[SH:15][C:16]1[CH:21]=[CH:20][C:19]([OH:22])=[CH:18][CH:17]=1.C(=O)([O-])[O-].[Cs+].[Cs+].O>CN(C)C=O>[CH2:1]([O:3][C:4]([C:6]1[S:7][C:8]([S:15][C:16]2[CH:21]=[CH:20][C:19]([OH:22])=[CH:18][CH:17]=2)=[C:9]([N+:11]([O-:13])=[O:12])[CH:10]=1)=[O:5])[CH3:2] |f:2.3.4|. The solvent is CN(C=O)C (dimethylformamide). Starting materials: resultant mixture, O (water), C(C)OC(=O)C=1SC(=C(C1)[N+](=O)[O-])Cl (5-Chloro-4-nitro-thiophene-2-carboxylic acid ethyl ester), SC1=CC=C(C=C1)O (4-mercaptophenol), C([O-])([O-])=O.[Cs+].[Cs+] (cesium carbonate). The product is C(C)OC(=O)C=1SC(=C(C1)[N+](=O)[O-])SC1=CC=C(C=C1)O (5-(4-Hydroxy-phenylsulfanyl)-4-nitro-thiophene-2-carboxylic acid ethyl ester). Reported procedure: The product from Example 351A (1 equiv) and 4-mercaptophenol (1 equiv) were dissolved in dimethylformamide and cesium carbonate (5 equiv) added. The resultant mixture was stirred at 80° C. for 2.5 hours, cooled to room temperature and water added. The solution was extracted with ethyl acetate, the organic extracts dried and concentrated under vacuum to provide the title product. Reactants: CCOC(=O)C(Cc1ccc(OCCCCc2ccccc2OS(C)(=O)=O)cc1)OCC, [Li+], C1CCOC1, [OH-], O, O. Product: CCOC(Cc1ccc(OCCCCc2ccccc2OS(C)(=O)=O)cc1)C(=O)O. Reaction SMILES: [CH2:1]([CH3:2])[O:3][C:4]([CH:5]([CH2:6][c:7]1[cH:8][cH:9][c:10]([O:13][CH2:14][CH2:15][CH2:16][CH2:17][c:18]2[c:19]([O:24][S:25](=[O:26])(=[O:27])[CH3:28])[cH:20][cH:21][cH:22][cH:23]2)[cH:11][cH:12]1)[O:29][CH2:30][CH3:31])=[O:32].[Li+:33].[O:36]1[CH2:37][CH2:38][CH2:39][CH2:40]1.[OH-:34].[OH2:35].[OH2:41]>>[O:3]=[C:4]([CH:5]([CH2:6][c:7]1[cH:8][cH:9][c:10]([O:13][CH2:14][CH2:15][CH2:16][CH2:17][c:18]2[c:19]([O:24][S:25](=[O:26])(=[O:27])[CH3:28])[cH:20][cH:21][cH:22][cH:23]2)[cH:11][cH:12]1)[O:29][CH2:30][CH3:31])[OH:32]. Starting materials: CI, O=c1[nH]c2ccc(F)c(Cl)c2c(=O)o1, [H-], [Na+], CN(C)C=O. The product is Cn1c(=O)oc(=O)c2c(Cl)c(F)ccc21. Reaction SMILES: [CH3:17][I:18].[Cl:3][c:4]1[c:5]([F:16])[cH:6][cH:7][c:8]2[nH:9][c:10](=[O:15])[o:11][c:12](=[O:14])[c:13]12.[H-:2].[Na+:1].[O:19]=[CH:20][N:21]([CH3:22])[CH3:23]>>[Cl:3][c:4]1[c:5]([F:16])[cH:6][cH:7][c:8]2[n:9]([CH3:17])[c:10](=[O:15])[o:11][c:12](=[O:14])[c:13]12.